This data is from the Open Reaction Database (ORD), a public repository of structured organic reaction records. The task is: describe an organic reaction: reactants, conditions, products, and yield Starting materials: COCCOCCOCCOCCOCCOCC(=O)O ([2-(2-{2-[2-(2-methoxyethoxy)ethoxy]ethoxy}ethoxy)ethoxy]acetic acid), OC[C@@H]1CN(C(O1)=O)C1=CC=C2C=C(NC(C2=C1)=O)C1=C(C=CC=C1)C(F)(F)F (7-((S)-5-hydroxymethyl-2-oxooxazolidin-3-yl)-3-(2-trifluoromethylphenyl)-2H-isoquinolin-1-one), COCCOCCOCCOCCOCCO (pentaethylene glycol monomethyl ether). Product: O=C(C(=O)[O-])OCC(OCCOCCOCCOCCOC)C[C@H]1CN(CO1)C1=CC=C2C=C(NC(C2=C1)=O)C1=C(C=CC=C1)C(F)(F)F ((S)-2-Oxo-3-[1-oxo-3-(2-trifluoromethylphenyl)-1,2-dihydroisoquinolin-7-yl]oxazolidin-5-ylmethyl[2-(2-{2-[2-(2-methoxyethoxy)ethoxy]ethoxy}ethoxy)ethoxy]acetate), COCCOCCOCCOCCOCCOCC(=O)O ([2-(2-{2-[2-(2-methoxyethoxy)ethoxy]ethoxy}ethoxy)ethoxy]acetic acid). As a reaction SMILES: [CH3:1][O:2][CH2:3][CH2:4][O:5][CH2:6][CH2:7][O:8][CH2:9][CH2:10][O:11][CH2:12][CH2:13][O:14][CH2:15][CH2:16][O:17][CH2:18][C:19]([OH:21])=[O:20].O[CH2:23][C@H:24]1[O:28][C:27](=O)[N:26]([C:30]2[CH:39]=[C:38]3[C:33]([CH:34]=[C:35]([C:41]4[CH:46]=[CH:45][CH:44]=[CH:43][C:42]=4[C:47]([F:50])([F:49])[F:48])[NH:36][C:37]3=[O:40])=[CH:32][CH:31]=2)[CH2:25]1.C[O:52]CCOCCOCCOCCOCCO>>[O:52]=[C:18]([O:17][CH2:16][CH:15]([CH2:23][C@@H:24]1[O:28][CH2:27][N:26]([C:30]2[CH:39]=[C:38]3[C:33]([CH:34]=[C:35]([C:41]4[CH:46]=[CH:45][CH:44]=[CH:43][C:42]=4[C:47]([F:48])([F:50])[F:49])[NH:36][C:37]3=[O:40])=[CH:32][CH:31]=2)[CH2:25]1)[O:14][CH2:13][CH2:12][O:11][CH2:10][CH2:9][O:8][CH2:7][CH2:6][O:5][CH2:4][CH2:3][O:2][CH3:1])[C:19]([O-:21])=[O:20].[CH3:1][O:2][CH2:3][CH2:4][O:5][CH2:6][CH2:7][O:8][CH2:9][CH2:10][O:11][CH2:12][CH2:13][O:14][CH2:15][CH2:16][O:17][CH2:18][C:19]([OH:21])=[O:20]. Procedure: The title compound was synthesized by a condensation method similar to that of Step A of Example 3-1 using [2-(2-{2-[2-(2-methoxyethoxy)ethoxy]ethoxy}ethoxy)ethoxy]acetic acid instead of Boc-Sar-OH and 7-((S)-5-hydroxymethyl-2-oxooxazolidin-3-yl)-3-(2-trifluoromethylphenyl)-2H-isoquinolin-1-one obtained in Step B of Example 1-13 instead of 7-((R)-5-hydroxymethyl-2-oxooxazolidin-3-yl)-3-(2-trifluoromethylphenyl)-2H-isoquinolin-1-one obtained in Step B of Example 1-14. However, [2-(2-{2-[2-(2-meth... Starting materials: B, C1CCOC1, CO, CCCn1c(=O)c2[nH]c(C34CCC(CCC(=O)O)(CC3)CC4)nc2n(CCC)c1=O. Product: CCCn1c(=O)c2[nH]c(C34CCC(CCCO)(CC3)CC4)nc2n(CCC)c1=O. Reaction SMILES: [BH3:31].[CH2:32]1[O:33][CH2:34][CH2:35][CH2:36]1.[CH3:37][OH:38].[O:1]=[c:2]1[n:3]([CH2:28][CH2:29][CH3:30])[c:4](=[O:27])[c:5]2[nH:6][c:7]([C:14]34[CH2:15][CH2:16][C:17]([CH2:22][CH2:23][C:24](=[O:25])[OH:26])([CH2:18][CH2:19]3)[CH2:20][CH2:21]4)[n:8][c:9]2[n:10]1[CH2:11][CH2:12][CH3:13]>>[O:1]=[c:2]1[n:3]([CH2:28][CH2:29][CH3:30])[c:4](=[O:27])[c:5]2[nH:6][c:7]([C:14]34[CH2:15][CH2:16][C:17]([CH2:22][CH2:23][CH2:24][OH:25])([CH2:18][CH2:19]3)[CH2:20][CH2:21]4)[n:8][c:9]2[n:10]1[CH2:11][CH2:12][CH3:13]. The reactants are [OH-].[Na+] (sodium hydroxide), ClC1=C(C(=CC(=C1OC(C)C)CN1CCC(CC1)N1C(C=C(C=C1)C(=O)OC)=O)C1CC1)C1=C(C=C(C=C1)F)F (methyl 1-(1-((2-chloro-6-cyclopropyl-2′,4′-difluoro-3-isopropoxybiphenyl-4-yl)methyl)piperidin-4-yl)-2-oxo-1,2-dihydropyridine-4-carboxylate). Run in C(C)O (ethanol). Run at time 4 hour. The product is ClC1=C(C(=CC(=C1OC(C)C)CN1CCC(CC1)N1C(C=C(C=C1)C(=O)O)=O)C1CC1)C1=C(C=C(C=C1)F)F (1-(1-((2-Chloro-6-cyclopropyl-2′,4′-difluoro-3-isopropoxybiphenyl-4-yl)methyl)piperidin-4-yl)-2-oxo-1,2-dihydropyridine-4-carboxylic acid). Isolated yield 27.3%. RXN SMILES: [OH-].[Na+].[Cl:3][C:4]1[C:9]([O:10][CH:11]([CH3:13])[CH3:12])=[C:8]([CH2:14][N:15]2[CH2:20][CH2:19][CH:18]([N:21]3[CH:26]=[CH:25][C:24]([C:27]([O:29]C)=[O:28])=[CH:23][C:22]3=[O:31])[CH2:17][CH2:16]2)[CH:7]=[C:6]([CH:32]2[CH2:34][CH2:33]2)[C:5]=1[C:35]1[CH:40]=[CH:39][C:38]([F:41])=[CH:37][C:36]=1[F:42]>C(O)C>[Cl:3][C:4]1[C:9]([O:10][CH:11]([CH3:13])[CH3:12])=[C:8]([CH2:14][N:15]2[CH2:16][CH2:17][CH:18]([N:21]3[CH:26]=[CH:25][C:24]([C:27]([OH:29])=[O:28])=[CH:23][C:22]3=[O:31])[CH2:19][CH2:20]2)[CH:7]=[C:6]([CH:32]2[CH2:33][CH2:34]2)[C:5]=1[C:35]1[CH:40]=[CH:39][C:38]([F:41])=[CH:37][C:36]=1[F:42] |f:0.1|. Procedure: A 2 M aqueous sodium hydroxide solution (2 mL) was added to an ethanol (8 mL) solution of methyl 1-(1-((2-chloro-6-cyclopropyl-2′,4′-difluoro-3-isopropoxybiphenyl-4-yl)methyl)piperidin-4-yl)-2-oxo-1,2-dihydropyridine-4-carboxylate (590 mg), and the mixture was stirred at 80 C for 4 hours in a nitrogen atmosphere. The reaction mixture was concentrated to dryness under reduced pressure. The obtained residue was dissolved in water, and the solution was neutralized with 2 M hydrochloric acid. The re... Starting materials: ClCCl, COc1cccc(C(Oc2ccc3c(cnn3-c3ccc(F)cc3)c2)C(C)NC(=O)C(C)NC(=O)OC(C)(C)C)c1, O=C(O)C(F)(F)F. Product: COc1cccc(C(Oc2ccc3c(cnn3-c3ccc(F)cc3)c2)C(C)NC(=O)C(C)N)c1, O=C(O)C(F)(F)F. RXN SMILES: [Cl:42][CH2:43][Cl:44].[F:1][c:2]1[cH:3][cH:4][c:5](-[n:8]2[n:9][cH:10][c:11]3[cH:12][c:13]([O:17][CH:18]([CH:19]([CH3:20])[NH:21][C:22]([CH:23]([CH3:24])[NH:25][C:26](=[O:27])[O:28][C:29]([CH3:30])([CH3:31])[CH3:32])=[O:33])[c:34]4[cH:35][c:36]([O:40][CH3:41])[cH:37][cH:38][cH:39]4)[cH:14][cH:15][c:16]23)[cH:6][cH:7]1.[F:45][C:46]([C:47](=[O:48])[OH:49])([F:50])[F:51]>>[F:1][c:2]1[cH:3][cH:4][c:5](-[n:8]2[n:9][cH:10][c:11]3[cH:12][c:13]([O:17][CH:18]([CH:19]([CH3:20])[NH:21][C:22]([CH:23]([CH3:24])[NH2:25])=[O:33])[c:34]4[cH:35][c:36]([O:40][CH3:41])[cH:37][cH:38][cH:39]4)[cH:14][cH:15][c:16]23)[cH:6][cH:7]1.[F:45][C:46]([C:47](=[O:48])[OH:49])([F:50])[F:51]. The reactants are CCCCO, CCN(C(C)C)C(C)C, CN(C)c1cc(Nc2nc(Cl)ncc2F)n[nH]1, Cl, CC(N)c1ncc(F)cn1. Yields the product CC(Nc1ncc(F)c(Nc2cc(N(C)C)[nH]n2)n1)c1ncc(F)cn1. RXN SMILES: [CH2:38]([OH:39])[CH2:40][CH2:41][CH3:42].[CH:29]([N:30]([CH2:31][CH3:32])[CH:33]([CH3:34])[CH3:35])([CH3:36])[CH3:37].[Cl:1][c:2]1[n:3][cH:4][c:5]([F:17])[c:6]([NH:8][c:9]2[n:10][nH:11][c:12]([N:14]([CH3:15])[CH3:16])[cH:13]2)[n:7]1.[ClH:18].[F:19][c:20]1[cH:21][n:22][c:23]([CH:26]([CH3:27])[NH2:28])[n:24][cH:25]1>>[c:2]1([NH:28][CH:26]([c:23]2[n:22][cH:21][c:20]([F:19])[cH:25][n:24]2)[CH3:27])[n:3][cH:4][c:5]([F:17])[c:6]([NH:8][c:9]2[n:10][nH:11][c:12]([N:14]([CH3:15])[CH3:16])[cH:13]2)[n:7]1.